This data is from the Open Reaction Database (ORD), a public repository of structured organic reaction records. The task is: describe an organic reaction: reactants, conditions, products, and yield Reactants: CCO, Clc1cc(Cl)n2nccc2n1, N#Cc1ccccc1-c1ccc(CN)cc1. Product: N#Cc1ccccc1-c1ccc(CNc2cc(Cl)nc3ccnn23)cc1. RXN SMILES: [CH3:28][CH2:29][OH:30].[Cl:1][c:2]1[n:3][c:4]2[n:5]([c:6]([Cl:8])[cH:7]1)[n:9][cH:10][cH:11]2.[NH2:12][CH2:13][c:14]1[cH:15][cH:16][c:17](-[c:20]2[c:21]([C:26]#[N:27])[cH:22][cH:23][cH:24][cH:25]2)[cH:18][cH:19]1>>[Cl:1][c:2]1[n:3][c:4]2[n:5]([c:6]([NH:12][CH2:13][c:14]3[cH:15][cH:16][c:17](-[c:20]4[c:21]([C:26]#[N:27])[cH:22][cH:23][cH:24][cH:25]4)[cH:18][cH:19]3)[cH:7]1)[n:9][cH:10][cH:11]2. Starting materials: FC1=CC=C(C=C1)COC1=CC(=C(C=C1)N1N=NNC1=O)F (1-[4-(4-fluorophenylmethoxy)-2-fluorophenyl]-1,4-dihydro-5H-tetrazol-5-one), BrCCCF (1-bromo-3-fluoropropane), C([O-])([O-])=O.[K+].[K+] (potassium carbonate). The solvent is CN(C=O)C (N,N-dimethylformamide). Conditions: temperature 70 celsius. The product is FC1=CC=C(C=C1)COC1=CC(=C(C=C1)N1N=NN(C1=O)CCCF)F (1-[4-(4-fluorophenylmethoxy)-2-fluorophenyl]-1,4-dihydro-4-(3-fluoropropyl)-5H-tetrazol-5-one). The yield is 75.8%. Reaction SMILES: [F:1][C:2]1[CH:7]=[CH:6][C:5]([CH2:8][O:9][C:10]2[CH:15]=[CH:14][C:13]([N:16]3[C:20](=[O:21])[NH:19][N:18]=[N:17]3)=[C:12]([F:22])[CH:11]=2)=[CH:4][CH:3]=1.Br[CH2:24][CH2:25][CH2:26][F:27].C(=O)([O-])[O-].[K+].[K+]>CN(C)C=O>[F:1][C:2]1[CH:7]=[CH:6][C:5]([CH2:8][O:9][C:10]2[CH:15]=[CH:14][C:13]([N:16]3[C:20](=[O:21])[N:19]([CH2:24][CH2:25][CH2:26][F:27])[N:18]=[N:17]3)=[C:12]([F:22])[CH:11]=2)=[CH:4][CH:3]=1 |f:2.3.4|. Procedure details: A mixture of 7.0 g (0.023 mole) of 1-[4-(4-fluorophenylmethoxy)-2-fluorophenyl]-1,4-dihydro-5H-tetrazol-5-one, 4.23 g (0.030 mole) of 1-bromo-3-fluoropropane, and 4.14 g (0.030 mole) of anhydrous potassium carbonate in 60 mL of N,N-dimethylformamide was heated at 70° C. for approximately seventeen hours. The mixture was allowed to cool to room temperature before being poured over ice. The solid that formed was removed by filtration and dried. This solid was then placed on a silica gel column and... The reactants are F[C@@H]1CN(CC[C@@H]1OC1=CC(=CC=2C=COC21)[N+](=O)[O-])C(=O)OC(C)(C)C (tert-butyl cis-3-fluoro-4-[(5-nitro-1-benzofuran-7-yl)oxy]piperidine-1-carboxylate), F[C@@H]1CN(CC[C@@H]1OC1=CC(=CC=2C=COC21)[N+](=O)[O-])C(=O)OC(C)(C)C (tert-butyl cis-3-fluoro-4-[(5-nitro-1-benzofuran-7-yl)oxy]piperidine-1-carboxylate), O.NN (hydrazine hydrate). The reagents and catalysts are [Ni] (Raney-nickel). The solvent is C1CCOC1 (THF), C(C)O (ethanol), C(C)O (ethanol). Conditions: time 30 minute. Yields the product NC=1C=C(C2=C(C=CO2)C1)O[C@@H]1[C@@H](CN(CC1)C(=O)OC(C)(C)C)F (tert-Butyl cis-4-[(5-amino-1-benzofuran-7-yl)oxy]-3-fluoropiperidine-1-carboxylate). As a reaction SMILES: [F:1][C@H:2]1[C@@H:7]([O:8][C:9]2[C:17]3[O:16][CH:15]=[CH:14][C:13]=3[CH:12]=[C:11]([N+:18]([O-])=O)[CH:10]=2)[CH2:6][CH2:5][N:4]([C:21]([O:23][C:24]([CH3:27])([CH3:26])[CH3:25])=[O:22])[CH2:3]1.O.NN>C1COCC1.C(O)C.[Ni]>[NH2:18][C:11]1[CH:10]=[C:9]([O:8][C@H:7]2[CH2:6][CH2:5][N:4]([C:21]([O:23][C:24]([CH3:26])([CH3:25])[CH3:27])=[O:22])[CH2:3][C@H:2]2[F:1])[C:17]2[O:16][CH:15]=[CH:14][C:13]=2[CH:12]=1 |f:1.2|. Reported procedure: To a solution of tert-butyl cis-3-fluoro-4-[(5-nitro-1-benzofuran-7-yl)oxy]piperidine-1-carboxylate (200 mg, 0.526 mmol; Intermediate 50) dissolved in THF (10 mL) and ethanol (40 mL), was added Raney-nickel (as a slurry in ethanol) and hydrazine hydrate (0.2 mL). The mixture was stirred at room temperature for 30 min and then filtered through Celite and evaporated. The residue was re-dissolved in toluene and evaporated again. This material was used directly in the subsequent experiment. Reactants: C(C)(=O)O (acetic acid), [OH-].[Na+] (sodium hydroxide), O (water), ClC=1C=2N(C(=C(C1)C(=O)OC)C1=CC(=CC=C1)F)C=NC2 (Methyl 8-chloro-5-(3-fluorophenyl)imidazo[1,5-a]pyridine-6-carboxylate). Run in CO (methanol). Run at time 16 hour. The product is ClC=1C=2N(C(=C(C1)C(=O)O)C1=CC(=CC=C1)F)C=NC2 (8-Chloro-5-(3-fluorophenyl)imidazo[1,5-a]pyridine-6-carboxylic acid). Isolated yield 49.9%. Reaction SMILES: [Cl:1][C:2]1[C:3]2[N:4]([CH:19]=[N:20][CH:21]=2)[C:5]([C:12]2[CH:17]=[CH:16][CH:15]=[C:14]([F:18])[CH:13]=2)=[C:6]([C:8]([O:10]C)=[O:9])[CH:7]=1.[OH-].[Na+].O.C(O)(=O)C>CO>[Cl:1][C:2]1[C:3]2[N:4]([CH:19]=[N:20][CH:21]=2)[C:5]([C:12]2[CH:17]=[CH:16][CH:15]=[C:14]([F:18])[CH:13]=2)=[C:6]([C:8]([OH:10])=[O:9])[CH:7]=1 |f:1.2|. Procedure: Methyl 8-chloro-5-(3-fluorophenyl)imidazo[1,5-a]pyridine-6-carboxylate (0.60 g, 2.0 mmol) was stirred in methanol (40 mL) and a solution of 3 N sodium hydroxide in water (10 mL, 40 mmol) was added. The mixture was stirred for 16 hours at room temperature, and glacial acetic acid (5 mL) was added. Evaporation gave a precipitate which was filtered and washed with water to give the desired compound (0.29 g, 50%). LCMS calculated for C14H9ClFN2O2 (M+H)+: m/z=291.1. found: 290.9. 1H NMR (300 MHz, DMS... The reactants are O=C(Cl)OCc1ccccc1, ClCCl, CCl, OC1CN(Cc2ccccc2)CC1Oc1cccc(Cl)c1Cl, Cl. Product: O=C(OCc1ccccc1)N1CC(O)C(Oc2cccc(Cl)c2Cl)C1. RXN SMILES: [CH2:26]([c:27]1[cH:28][cH:29][cH:30][cH:31][cH:32]1)[O:33][C:34](=[O:35])[Cl:36].[CH2:37]([Cl:38])[Cl:39].[CH3:24][Cl:25].[Cl:2][c:3]1[c:4]([O:5][CH:6]2[CH:7]([OH:18])[CH2:8][N:9]([CH2:11][c:12]3[cH:13][cH:14][cH:15][cH:16][cH:17]3)[CH2:10]2)[cH:19][cH:20][cH:21][c:22]1[Cl:23].[ClH:1]>>[Cl:2][c:3]1[c:4]([O:5][CH:6]2[CH:7]([OH:18])[CH2:8][N:9]([C:34]([O:33][CH2:26][c:27]3[cH:28][cH:29][cH:30][cH:31][cH:32]3)=[O:35])[CH2:10]2)[cH:19][cH:20][cH:21][c:22]1[Cl:23]. RXN SMILES: [C:23](=[O:24])([OH:25])[O-:26].[CH3:28][OH:29].[Na+:27].[OH:1][c:2]1[cH:3][c:4]([C:8]2([CH2:14][C:15](=[O:16])[OH:17])[CH2:9][CH2:10][CH2:11][CH2:12][CH2:13]2)[cH:5][cH:6][cH:7]1.[S:18](=[O:19])(=[O:20])([OH:21])[OH:22]>>[OH:1][c:2]1[cH:3][c:4]([C:8]2([CH2:14][C:15](=[O:16])[O:17][CH3:23])[CH2:9][CH2:10][CH2:11][CH2:12][CH2:13]2)[cH:5][cH:6][cH:7]1. Starting materials: O=C([O-])O, CO, [Na+], O=C(O)CC1(c2cccc(O)c2)CCCCC1, O=S(=O)(O)O. Yields the product COC(=O)CC1(c2cccc(O)c2)CCCCC1. Reactants: Cl.COCC([C@H](CC(C)C)N)O ((2RS, 3S)-3-amino-2-hydroxy-5-methylhexyl methyl ether hydrochloride), C1(=CC=CC2=CC=CC=C12)CC(C(=O)N[C@@H](CC1=CNC=N1)C(=O)N=[N+]=[N-])CC(NCCC1=CC=CC=C1)=O (N-[(+)-2-(1-naphthylmethyl)-3-(phenethylcarbamoyl)propionyl]-L-histidine azide), [N-]=[N+]=[N-] (azide), Cl (hydrogen chloride), C1(=CC=CC2=CC=CC=C12)CC(C(=O)N(N)C([C@@H](N)CC1=CNC=N1)=O)CC(NCCC1=CC=CC=C1)=O (N-[(+)-2-(1-naphthylmethyl)-3-(phenethylcarbamoyl)propionyl]-L-histidine hydrazide), hydrazide. Solvent: CN(C=O)C (N,N-dimethylformamide), C(C)N(CC)CC (triethylamine), C(C)N(CC)CC (triethylamine), CN(C=O)C (N,N-dimethylformamide), N(=O)OCCC(C)C (isoamyl nitrite), CN(C=O)C (N,N-dimethylformamide). Conditions: time 16 hour. Yields the product COC(C([C@H](CC(C)C)C([C@@H](NC(C(CC(NCCC1=CC=CC=C1)=O)CC1=CC=CC2=CC=CC=C12)=O)CC1=CNC=N1)=O)O)N ((2RS, 3S)-3-{N-[(+)-2-(1-naphthylmethyl)-3-(phenethylcarbamoyl)propionyl]-L-histidyl}-amino-2-hydroxy-5-methylhexyl methyl ether). As a reaction SMILES: C1(CC(CC(=O)NCCC2C=CC=CC=2)C([N:15](C(=O)[C@H](CC2N=CNC=2)N)N)=O)C2C(=CC=CC=2)C=CC=1.Cl.[C:40]1([CH2:50][CH:51]([CH2:67][C:68](=[O:78])[NH:69][CH2:70][CH2:71][C:72]2[CH:77]=[CH:76][CH:75]=[CH:74][CH:73]=2)[C:52]([NH:54][C@H:55]([C:62](N=[N+]=[N-])=[O:63])[CH2:56][C:57]2[N:61]=[CH:60][NH:59][CH:58]=2)=[O:53])[C:49]2[C:44](=[CH:45][CH:46]=[CH:47][CH:48]=2)[CH:43]=[CH:42][CH:41]=1.[N-]=[N+]=[N-].Cl.[CH3:83][O:84][CH2:85][CH:86]([OH:93])[C@@H:87](N)[CH2:88][CH:89]([CH3:91])[CH3:90]>CN(C)C=O.N(OCCC(C)C)=O.C(N(CC)CC)C>[CH3:83][O:84][CH:85]([NH2:15])[CH:86]([OH:93])[C@@H:87]([C:62](=[O:63])[C@H:55]([CH2:56][C:57]1[N:61]=[CH:60][NH:59][CH:58]=1)[NH:54][C:52](=[O:53])[CH:51]([CH2:50][C:40]1[C:49]2[C:44](=[CH:45][CH:46]=[CH:47][CH:48]=2)[CH:43]=[CH:42][CH:41]=1)[CH2:67][C:68](=[O:78])[NH:69][CH2:70][CH2:71][C:72]1[CH:73]=[CH:74][CH:75]=[CH:76][CH:77]=1)[CH2:88][CH:89]([CH3:91])[CH3:90] |f:4.5|. Procedure: To a suspension of 130 mg of N-[(+)-2-(1-naphthylmethyl)-3-(phenethylcarbamoyl)propionyl]-L-histidine hydrazide in 6 ml of dry N,N-dimethylformamide were added successively dropwise 0.19 ml of a dry 5.1N-hydrogen chloride in N,N-dimethylformamide solution and 0.05 ml of isoamyl nitrite, and the mixture was stirred. After disappearance of hydrazide compound, the reaction mixture was cooled to -30° C., and neutralized by adding 0.14 ml of triethylamine to prepare a solution of N-[(+)-2-(1-naphthyl... Starting materials: FC(C1=NC2=C(N1)C(=CC(=C2)N2CCOCC2)C(=O)OC)F (methyl 2-(difluoromethyl)-5-(4-morpholinyl)-1H-benzimidazole-7-carboxylate), BrCC1=CC=CC2=CC=CC=C12 (1-(bromomethyl)naphthalene), Example 68, C(=O)([O-])[O-].[K+].[K+] (K2CO3). Run in CN(C)C=O (DMF). Conditions: temperature 70 celsius, time 18 hour. Yields the product FC(C1=NC2=C(N1CC1=CC=CC3=CC=CC=C13)C=C(C=C2C(=O)OC)N2CCOCC2)F (methyl 2-(difluoromethyl)-6-morpholino-1-(naphthalen-1-ylmethyl)-1H-benzo[d]imidazole-4-carboxylate). The yield is 98.0%. As a reaction SMILES: [F:1][CH:2]([F:22])[C:3]1[NH:7][C:6]2[C:8]([C:18]([O:20][CH3:21])=[O:19])=[CH:9][C:10]([N:12]3[CH2:17][CH2:16][O:15][CH2:14][CH2:13]3)=[CH:11][C:5]=2[N:4]=1.C([O-])([O-])=O.[K+].[K+].Br[CH2:30][C:31]1[C:40]2[C:35](=[CH:36][CH:37]=[CH:38][CH:39]=2)[CH:34]=[CH:33][CH:32]=1>CN(C=O)C>[F:22][CH:2]([F:1])[C:3]1[N:4]([CH2:30][C:31]2[C:40]3[C:35](=[CH:36][CH:37]=[CH:38][CH:39]=3)[CH:34]=[CH:33][CH:32]=2)[C:5]2[CH:11]=[C:10]([N:12]3[CH2:17][CH2:16][O:15][CH2:14][CH2:13]3)[CH:9]=[C:8]([C:18]([O:20][CH3:21])=[O:19])[C:6]=2[N:7]=1 |f:1.2.3|. Reported procedure: A mixture of methyl 2-(difluoromethyl)-5-(4-morpholinyl)-1H-benzimidazole-7-carboxylate, prepared as described in Example 68 (500 mg, 1.6 mmol), K2CO3 (442 mg, 3.2 mmol) and 1-(bromomethyl)naphthalene (426 mg, 1.9 mmol) in DMF (15 mL) was stirred at 70° C. for 18 h. The reaction mixture was cooled to room temperature and filtered. The liquid was poured into water (100 mL) and filtered, the filter cake was collected and purified by silica gel chromatography eluted with petroleum ether:EtOAc=1:1 t... The reactants are C=CCCl, CN1CCN(c2nc3ccccc3o2)CC1. The product is C=CC[N+]1(C)CCN(c2nc3ccccc3o2)CC1, [Cl-]. RXN SMILES: [CH2:17]([CH:18]=[CH2:19])[Cl:20].[CH3:1][N:2]1[CH2:3][CH2:4][N:5]([c:8]2[o:9][c:10]3[c:11]([n:12]2)[cH:13][cH:14][cH:15][cH:16]3)[CH2:6][CH2:7]1>>[CH3:1][N+:2]1([CH2:17][CH:18]=[CH2:19])[CH2:3][CH2:4][N:5]([c:8]2[o:9][c:10]3[c:11]([n:12]2)[cH:13][cH:14][cH:15][cH:16]3)[CH2:6][CH2:7]1.[Cl-:20]. Starting materials: ClCCl, O=[Mn]=O, OC1CCCc2cccnc21. Product: O=C1CCCc2cccnc21. Reaction SMILES: [Cl:12][CH2:13][Cl:14].[O:15]=[Mn:16]=[O:17].[OH:1][CH:2]1[CH2:3][CH2:4][CH2:5][c:6]2[cH:7][cH:8][cH:9][n:10][c:11]21>>[O:1]=[C:2]1[CH2:3][CH2:4][CH2:5][c:6]2[cH:7][cH:8][cH:9][n:10][c:11]21.